This data is from the Open Reaction Database (ORD), a public repository of structured organic reaction records. The task is: describe an organic reaction: reactants, conditions, products, and yield The reactants are COC(=O)Cn1nc(C)n(C)c1=O, Cl, [Li+], C1CCOC1, [OH-], O. Yields the product Cc1nn(CC(=O)O)c(=O)n1C. RXN SMILES: [CH3:1][c:2]1[n:3][n:4]([CH2:9][C:10](=[O:11])[O:12][CH3:13])[c:5](=[O:8])[n:6]1[CH3:7].[ClH:16].[Li+:14].[O:17]1[CH2:18][CH2:19][CH2:20][CH2:21]1.[OH-:15].[OH2:22]>>[CH3:1][c:2]1[n:3][n:4]([CH2:9][C:10](=[O:11])[OH:12])[c:5](=[O:8])[n:6]1[CH3:7]. The reactants are C1CCOC1, CCCCCC, [Li]CCCC, CC(C)NC(C)C, N#CC(c1cccc(OC(F)(F)F)c1)c1cccc(OC(F)(F)F)c1, FC(F)(F)C1CO1, O. The product is N#CC(CC(O)C(F)(F)F)(c1cccc(OC(F)(F)F)c1)c1cccc(OC(F)(F)F)c1. Reaction SMILES: [CH2:51]1[O:52][CH2:53][CH2:54][CH2:55]1.[CH3:13][CH2:14][CH2:15][CH2:16][CH2:17][CH3:18].[CH3:8][CH2:9][CH2:10][CH2:11][Li:12].[CH:1]([NH:2][CH:3]([CH3:4])[CH3:5])([CH3:6])[CH3:7].[F:19][C:20]([O:21][c:22]1[cH:23][c:24]([CH:28]([C:29]#[N:30])[c:31]2[cH:32][c:33]([O:37][C:38]([F:39])([F:40])[F:41])[cH:34][cH:35][cH:36]2)[cH:25][cH:26][cH:27]1)([F:42])[F:43].[F:44][C:45]([CH:46]1[O:47][CH2:48]1)([F:49])[F:50].[OH2:56]>>[F:19][C:20]([O:21][c:22]1[cH:23][c:24]([C:28]([C:29]#[N:30])([c:31]2[cH:32][c:33]([O:37][C:38]([F:39])([F:40])[F:41])[cH:34][cH:35][cH:36]2)[CH2:48][CH:46]([C:45]([F:44])([F:49])[F:50])[OH:47])[cH:25][cH:26][cH:27]1)([F:42])[F:43]. The reactants are O=C([O-])[O-], COC(=O)CCCCCCCOc1cccc(CCCCCCOS(C)(=O)=O)c1CCC(=O)OC, CC#N, [I-], [K+], [K+], [Na+], CCCc1c(O)ccc2c1OCCC2=O. Product: CCCc1c(OCCCCCCc2cccc(OCCCCCCCC(=O)OC)c2CCC(=O)OC)ccc2c1OCCC2=O. RXN SMILES: [C:51](=[O:52])([O-:53])[O-:54].[CH3:1][O:2][C:3]([CH2:4][CH2:5][c:6]1[c:7]([O:23][CH2:24][CH2:25][CH2:26][CH2:27][CH2:28][CH2:29][CH2:30][C:31](=[O:32])[O:33][CH3:34])[cH:8][cH:9][cH:10][c:11]1[CH2:12][CH2:13][CH2:14][CH2:15][CH2:16][CH2:17][O:18][S:19]([CH3:20])(=[O:21])=[O:22])=[O:35].[CH3:59][C:60]#[N:61].[I-:58].[K+:55].[K+:56].[Na+:57].[OH:36][c:37]1[c:38]([CH2:48][CH2:49][CH3:50])[c:39]2[c:40]([cH:46][cH:47]1)[C:41](=[O:45])[CH2:42][CH2:43][O:44]2>>[CH3:1][O:2][C:3]([CH2:4][CH2:5][c:6]1[c:7]([O:23][CH2:24][CH2:25][CH2:26][CH2:27][CH2:28][CH2:29][CH2:30][C:31](=[O:32])[O:33][CH3:34])[cH:8][cH:9][cH:10][c:11]1[CH2:12][CH2:13][CH2:14][CH2:15][CH2:16][CH2:17][O:18][c:37]1[c:38]([CH2:48][CH2:49][CH3:50])[c:39]2[c:40]([cH:46][cH:47]1)[C:41](=[O:45])[CH2:42][CH2:43][O:44]2)=[O:35]. Starting materials: O (water), OCC12C(CC(CC1C)O2)(C)C (1-hydroxymethyl-2,2,6-trimethyl-7-oxabicyclo[2.2.1]heptane). The solvent is C(C)O (ethanol). The product is C(=O)C12C(C[C@@H](C[C@H]1C)O2)(C)C ((4R,6R)-1-Formyl-2,2,6-trimethyl-7-oxabicyclo[2.2.1]heptane). Yield: 85.0%. RXN SMILES: O.[OH:2][CH2:3][C:4]12[O:11][CH:7]([CH2:8][CH:9]1[CH3:10])[CH2:6][C:5]2([CH3:13])[CH3:12]>C(O)C>[CH:3]([C:4]12[O:11][C@H:7]([CH2:8][C@H:9]1[CH3:10])[CH2:6][C:5]2([CH3:12])[CH3:13])=[O:2]. Reported procedure: Workup: The reaction mixture obtained as in Example 1a was mixed with 200 ml of water at RT, the upper phase was separated off, and the aqueous phase was extracted three times with 150 ml of hexane each time. The organic phases were combined, washed twice with 150 ml of water and evaporated (rotary evaporator). The residue of 25.5 g was distilled to result in 22.1 g of 1-formyl-2,2,6-trimethyl-7-oxabicyclo[2.2.1]heptane with a boiling point of 54-61° C. under 1.5 mbar, which is 90% pure accordin... Starting materials: O.N (ammonia water), S1CN(C(C1)C(=O)[O-])C(=O)OC(C)(C)C (3-t-Butyl thiazolidine-3,4-dicarboxylate), O1CCOCC1 (1,4-Dioxane), N,N′-carbonyl diimidazole. Solvent: O1CCCC1 (tetrahydrofuran). Conditions: time 6 hour. Product: C(N)(=O)C1N(CSC1)C(=O)OC(C)(C)C (t-butyl 4-carbamoylthiazolidine-3-carboxylate). Yield: 81.0%. RXN SMILES: [S:1]1[CH2:5][CH:4]([C:6]([O-])=[O:7])[N:3]([C:9]([O:11][C:12]([CH3:15])([CH3:14])[CH3:13])=[O:10])[CH2:2]1.O1CCOCC1.O.[NH3:23]>O1CCCC1>[C:6]([CH:4]1[CH2:5][S:1][CH2:2][N:3]1[C:9]([O:11][C:12]([CH3:15])([CH3:14])[CH3:13])=[O:10])(=[O:7])[NH2:23] |f:2.3|. Procedure: 3-t-Butyl thiazolidine-3,4-dicarboxylate (2.0 g) was dissolved in tetrahydrofuran (10 ml), and N,N′-carbonyl diimidazole (1.4 g) was added thereto with ice-cooling. The mixture was warmed to room temperature and stirred for 6 hours. 1,4-Dioxane (10 ml) was added thereto, and the mixture was added dropwise to 28% ammonia water (40 ml) cooled on an ice bath. The mixture was warmed to room temperature and stirred for 20 hours. The reaction solution was extracted with ethyl acetate (60 ml). The orga... The reactants are Cl (hydrochloric acid), C(C1=CC=CC=C1)C1=CC=C(C=C1)C=1C=NN2C1N=CC(=C2O)C(=O)O (3-(4-benzylphenyl)-6-carboxy-7-hydroxypyrazolo[1,5-a]pyrimidine), NC1=CC=CC=C1 (aniline), ice water. Conditions: time 7 hour. Yields the product C(C1=CC=CC=C1)C1=CC=C(C=C1)C=1C=NN2C1N=CC=C2O (3-(4-benzylphenyl)-7-hydroxypyrazolo[1,5-a]pyrimidine). The yield is 83.2%. As a reaction SMILES: [CH2:1]([C:8]1[CH:13]=[CH:12][C:11]([C:14]2[CH:15]=[N:16][N:17]3[C:22]([OH:23])=[C:21](C(O)=O)[CH:20]=[N:19][C:18]=23)=[CH:10][CH:9]=1)[C:2]1[CH:7]=[CH:6][CH:5]=[CH:4][CH:3]=1.NC1C=CC=CC=1.Cl>>[CH2:1]([C:8]1[CH:9]=[CH:10][C:11]([C:14]2[CH:15]=[N:16][N:17]3[C:22]([OH:23])=[CH:21][CH:20]=[N:19][C:18]=23)=[CH:12][CH:13]=1)[C:2]1[CH:3]=[CH:4][CH:5]=[CH:6][CH:7]=1. Reported procedure: A mixture of 3-(4-benzylphenyl)-6-carboxy-7-hydroxypyrazolo[1,5-a]pyrimidine (1.24 g) and aniline (11 ml) was stirred at 100° C. to 110° C. for 7 hours, and ice-water was put into the reaction mixture. After adding hydrochloric acid to adjust to acid, the reaction mixture was stirred at 0° C. for 1 hour. The precipitate was separated by filtration, washed with methanol-water (1:3)(50 ml), and dried to give the title compound (0.90 g).